describe an organic reaction: reactants, conditions, products, and yield From a dataset of the Open Reaction Database (ORD), a public repository of structured organic reaction records. The reactants are BrC1=CC=C(C=C1)C1=CC=CC=C1 (4-bromobiphenyl), [Al] (aluminum), ClC(C[Si](Cl)(Cl)Cl)Cl ((2,2-dichloroethyl)-trichlorosilane). Solvent: C(=S)=S (CS2), CCCCCC (hexane), CCCCCC (hexane). Product: BrC1=CC=2C(C3=CC=CC=C3C2C=C1)C[Si](Cl)(Cl)Cl (2-bromo-9-(trichlorosilyl)methylfluorene). Isolated yield 15.0%. As a reaction SMILES: [Br:1][C:2]1[CH:7]=[CH:6][C:5]([C:8]2[CH:13]=[CH:12][CH:11]=[CH:10][CH:9]=2)=[CH:4][CH:3]=1.[Al].Cl[CH:16](Cl)[CH2:17][Si:18]([Cl:21])([Cl:20])[Cl:19]>C(=S)=S.CCCCCC>[Br:1][C:2]1[CH:3]=[CH:4][C:5]2[C:8]3[C:13](=[CH:12][CH:11]=[CH:10][CH:9]=3)[CH:16]([CH2:17][Si:18]([Cl:21])([Cl:20])[Cl:19])[C:6]=2[CH:7]=1. Procedure details: In the same apparatus and procedures as Example 1 above, 5.0 g (21.7 mmol) of 4-bromobiphenyl and 0.08 g (11.1 mmol) of aluminum foil were alkylated in CS2 (50 ml) solution with (2,2-dichloroethyl)-trichlorosilane 6.68 g (21.7 mmol) for 24 hr. at reflux temperature. Freshly distilled hexane (100 ml) was added to the reaction mixture and insoluble solids in hexane were filtered from the organic solution. After hexane and CS2 were distilled, the reaction products were vacuum distilled to give 1.28... Starting materials: OC1=CC=CC2=C1C(=CO2)C (4-hydroxy-3-methylbenzofuran), C(C=C)(=O)OCC (ethyl acrylate), C(C)(=O)O (acetic acid). Run in O1CCOCC1 (dioxane). The product is OC1=CC=CC2=C1C(=C(O2)/C=C/C(=O)OCC)C (Ethyl (E)-3-(4-hydroxy-3-methylbenzofuran-2-yl)propenoate). Yield: 20.3%. Reaction SMILES: [OH:1][C:2]1[C:7]2[C:8]([CH3:11])=[CH:9][O:10][C:6]=2[CH:5]=[CH:4][CH:3]=1.[C:12]([O:16][CH2:17][CH3:18])(=[O:15])[CH:13]=[CH2:14].C(O)(=O)C>O1CCOCC1>[OH:1][C:2]1[C:7]2[C:8]([CH3:11])=[C:9](/[CH:14]=[CH:13]/[C:12]([O:16][CH2:17][CH3:18])=[O:15])[O:10][C:6]=2[CH:5]=[CH:4][CH:3]=1. Reported procedure: A mixture of 4-hydroxy-3-methylbenzofuran (2.9 g, 20 mmoles) palladium III acetate (4.5 g, 20 mmoles), ethyl acrylate (2 g, 20 mmoles), acetic acid (50 ml) and dioxane (200 ml) was refluxed for 3 hours. The mixture was filtered and the filtrate concentrated and chromatographed to obtain 1 g of the title compound after recrystallization from toluene, m.p. 180°-182° C. Starting materials: N#CCC(=O)O, CC(C)(C)C1CCNCC1, C=O, C=C(C#N)CN1CCCCC1C, O=C=O, C1COCCO1. Yields the product CC(C)(C)C1CCNCC1, CC1CCCCN1. As a reaction SMILES: [C:1]([CH2:2][C:3]([OH:4])=[O:5])#[N:6].[C:7]([CH3:8])([CH3:9])([CH3:10])[CH:11]1[CH2:12][CH2:13][NH:14][CH2:15][CH2:16]1.[CH2:17]=[O:18].[CH3:22][CH:23]1[N:24]([CH2:29][C:30](=[CH2:31])[C:32]#[N:33])[CH2:25][CH2:26][CH2:27][CH2:28]1.[O:19]=[C:20]=[O:21].[O:34]1[CH2:35][CH2:36][O:37][CH2:38][CH2:39]1>>[C:7]([CH3:8])([CH3:9])([CH3:10])[CH:11]1[CH2:12][CH2:13][NH:14][CH2:15][CH2:16]1.[CH3:22][CH:23]1[NH:24][CH2:25][CH2:26][CH2:27][CH2:28]1. Reactants: CC(C)(C)OC(=O)N1CCC(c2nc(-c3ccc(F)c(C(F)(F)F)c3)c[nH]2)CC1, CI, CS(C)=O, [K+], [OH-], O. Yields the product Cn1cc(-c2ccc(F)c(C(F)(F)F)c2)nc1C1CCN(C(=O)OC(C)(C)C)CC1. RXN SMILES: [C:1]([CH3:2])([CH3:3])([CH3:4])[O:5][C:6](=[O:7])[N:8]1[CH2:9][CH2:10][CH:11]([c:14]2[nH:15][cH:16][c:17](-[c:19]3[cH:20][c:21]([C:26]([F:27])([F:28])[F:29])[c:22]([F:25])[cH:23][cH:24]3)[n:18]2)[CH2:12][CH2:13]1.[CH3:32][I:33].[CH3:35][S:36](=[O:37])[CH3:38].[K+:31].[OH-:30].[OH2:34]>>[C:1]([CH3:2])([CH3:3])([CH3:4])[O:5][C:6](=[O:7])[N:8]1[CH2:9][CH2:10][CH:11]([c:14]2[n:15]([CH3:32])[cH:16][c:17](-[c:19]3[cH:20][c:21]([C:26]([F:27])([F:28])[F:29])[c:22]([F:25])[cH:23][cH:24]3)[n:18]2)[CH2:12][CH2:13]1. Starting materials: Intermediate 1, BrC=1C=CC=C2C=C(C(=NC12)Cl)C=O (8-bromo-2-chloro-quinoline-3-carbaldehyde), CC(C)(C)[S@@](=O)N ((R)-(+)-2-methyl-2-propanesulfinamide). Reagents/catalysts: CC([O-])C.[Ti+4].CC([O-])C.CC([O-])C.CC([O-])C (titanium isopropoxide). Yields the product BrC=1C=CC=C2C=C(C(=NC12)Cl)\C=N\[S@](=O)C(C)(C)C ((R,E)-N-[(8-Bromo-2-chloroquinolin-3-yl)methylidene]-2-methylpropane-2-sulfinamide). Isolated yield 86.2%. Reaction SMILES: [Br:1][C:2]1[CH:3]=[CH:4][CH:5]=[C:6]2[C:11]=1[N:10]=[C:9]([Cl:12])[C:8]([CH:13]=O)=[CH:7]2.[CH3:15][C:16]([S@:19]([NH2:21])=[O:20])([CH3:18])[CH3:17]>CC(C)[O-].[Ti+4].CC(C)[O-].CC(C)[O-].CC(C)[O-]>[Br:1][C:2]1[CH:3]=[CH:4][CH:5]=[C:6]2[C:11]=1[N:10]=[C:9]([Cl:12])[C:8](/[CH:13]=[N:21]/[S@@:19]([C:16]([CH3:18])([CH3:17])[CH3:15])=[O:20])=[CH:7]2 |f:2.3.4.5.6|. Procedure details: Following the procedure described for Intermediate 1, 8-bromo-2-chloro-quinoline-3-carbaldehyde (280 mg, 1.04 mmol), (R)-(+)-2-methyl-2-propanesulfinamide (125 mg, 1.04 mmol) and titanium isopropoxide (0.61 mL, 2.08 mmol) afforded the title compound (335 mg, 87%) as a yellow solid. δH (CDCl3) 9.12 (1H, s), 8.82 (1H, s), 8.15 (1H, dd, J 7.52, 1.31 Hz), 7.92 (1H, dd, J 8.17, 1.30 Hz), 7.52-7.44 (1H, m), 1.33 (9H, s). Reactants: C(C)(C)(C)OC(=O)N1CC2(CCC1)OC1=CC=C(C=C1C(C2)=O)Br ((±)-6-bromo-4-oxo-spiro(chromane-2,3′-piperidine)-1′-carboxylic acid tert-butyl ester), TEA, C(C=C)(=O)OC (methyl acrylate). The reagents and catalysts are CC(=O)[O-].CC(=O)[O-].[Pd+2] (Pd(OAc)2), CC1=C(C=CC=C1)P(C2=C(C=CC=C2)C)C3=C(C=CC=C3)C (P(o-tol)3). Run in CN(C)C=O (DMF). Conditions: temperature 100 celsius. Yields the product COC(\C=C\C=1C=C2C(CC3(CN(CCC3)C(=O)OC(C)(C)C)OC2=CC1)=O)=O ((±)-(E)-3-[1′-tert-butoxycarbonyl-4-oxo-spiro(chromane-2,3′-piperidine)-6-yl]-acrylic acid methyl ester). Isolated yield 98.4%. As a reaction SMILES: [C:1]([O:5][C:6]([N:8]1[CH2:13][CH2:12][CH2:11][C:10]2([CH2:22][C:21](=[O:23])[C:20]3[C:15](=[CH:16][CH:17]=[C:18](Br)[CH:19]=3)[O:14]2)[CH2:9]1)=[O:7])([CH3:4])([CH3:3])[CH3:2].[C:25]([O:29][CH3:30])(=[O:28])[CH:26]=[CH2:27]>CN(C=O)C.CC([O-])=O.CC([O-])=O.[Pd+2].CC1C=CC=CC=1P(C1C=CC=CC=1C)C1C=CC=CC=1C>[CH3:30][O:29][C:25](=[O:28])/[CH:26]=[CH:27]/[C:18]1[CH:19]=[C:20]2[C:15](=[CH:16][CH:17]=1)[O:14][C:10]1([CH2:11][CH2:12][CH2:13][N:8]([C:6]([O:5][C:1]([CH3:4])([CH3:3])[CH3:2])=[O:7])[CH2:9]1)[CH2:22][C:21]2=[O:23] |f:3.4.5|. Procedure details: A mixture of (±)-6-bromo-4-oxo-spiro(chromane-2,3′-piperidine)-1′-carboxylic acid tert-butyl ester (6.0 g, 15.19 mmol), Pd(OAc)2 (68.1 mg, 0.304 mmol), P(o-tol)3 (184.7 mg, 0.608 mmol), TEA (6.33 ml, 45.6 mmol), methyl acrylate (4.10 ml, 45.57 mmol) in dry DMF (15 ml) was heated under N2 atmosphere to 100° C. for 3 h. After cooling down to RT, the solution was filtered on a celite pad and washed 3 times with EtOAc (100 ml). The filtrate was washed with water and brine. The organic phase was drie... The reactants are C1CCOC1, O=S(=O)(Cl)c1ccccc1, c1cc2[nH]ccc2cn1. Yields the product O=S(=O)(c1ccccc1)n1ccc2cnccc21. As a reaction SMILES: [CH2:10]1[O:11][CH2:12][CH2:13][CH2:14]1.[c:15]1([S:21](=[O:22])(=[O:23])[Cl:24])[cH:16][cH:17][cH:18][cH:19][cH:20]1.[nH:1]1[cH:2][cH:3][c:4]2[cH:5][n:6][cH:7][cH:8][c:9]12>>[n:1]1([S:21]([c:15]2[cH:16][cH:17][cH:18][cH:19][cH:20]2)(=[O:22])=[O:23])[cH:2][cH:3][c:4]2[cH:5][n:6][cH:7][cH:8][c:9]12. Reactants: O=C(OCc1ccccc1)n1cc(CO)c2cc(Cl)ccc21, CCCCCC, ClCCl, O=S(Cl)Cl. Product: O=C(OCc1ccccc1)n1cc(CCl)c2cc(Cl)ccc21. Reaction SMILES: [CH2:1]([c:2]1[cH:3][cH:4][cH:5][cH:6][cH:7]1)[O:8][C:9](=[O:10])[n:11]1[cH:12][c:13]([CH2:21][OH:22])[c:14]2[cH:15][c:16]([Cl:20])[cH:17][cH:18][c:19]12.[CH3:27][CH2:28][CH2:29][CH2:30][CH2:31][CH3:32].[Cl:33][CH2:34][Cl:35].[S:23]([Cl:24])([Cl:25])=[O:26]>>[CH2:1]([c:2]1[cH:3][cH:4][cH:5][cH:6][cH:7]1)[O:8][C:9](=[O:10])[n:11]1[cH:12][c:13]([CH2:21][Cl:25])[c:14]2[cH:15][c:16]([Cl:20])[cH:17][cH:18][c:19]12. Starting materials: ClC1=C(C=C(C=C1)[N+](=O)[O-])S(=O)[O-].[Na+] (sodium 2-chloro-5-nitrobenzenesulphinate), C1C(C)O1 (propylene oxide), S(O)(O)(=O)=O (sulphuric acid). The solvent is O (water). Yields the product OC(CS(=O)(=O)C1=C(C=CC(=C1)[N+](=O)[O-])Cl)C (2-chloro-5-nitrophenyl 2-hydroxypropyl sulphone). As a reaction SMILES: [Cl:1][C:2]1[CH:7]=[CH:6][C:5]([N+:8]([O-:10])=[O:9])=[CH:4][C:3]=1[S:11]([O-:13])=[O:12].[Na+].[CH2:15]1[O:18][CH:16]1[CH3:17].S(=O)(=O)(O)O>O>[OH:18][CH:16]([CH3:17])[CH2:15][S:11]([C:3]1[CH:4]=[C:5]([N+:8]([O-:10])=[O:9])[CH:6]=[CH:7][C:2]=1[Cl:1])(=[O:13])=[O:12] |f:0.1|. Procedure: 150 g (0.5 mol) of 81% pure sodium 2-chloro-5-nitrobenzenesulphinate are presented in 300 ml of water at pH 8-8.5 and 60° C. To this are added dropwise in the couse of about 8 hours 200 ml of propylene oxide while the pH of the reaction mixture is constantly maintained between 7.5 and 9.5 with 20% strength sulphuric acid. After cooling down, the solids are filtered off with suction and washed twice with 200 ml of water. Drying at 70° C. in vacuo gives 118 g of colourless 2-chloro-5-nitrophenyl 2...